This data is from the Open Reaction Database (ORD), a public repository of structured organic reaction records. The task is: describe an organic reaction: reactants, conditions, products, and yield The reactants are C(C)C1C(NC2=C(O1)C=CC=C2)=O (2-ethyl-2H-benzo[b][1,4]oxazin-3(4H)-one), [H-].[Na+] (NaH), BrCC(=O)OCC (ethyl bromoacetate). Solvent: O (water), CN(C)C=O (DMF). Conditions: time 8 hour. Product: C(C)C1C(N(C2=C(O1)C=CC=C2)CC(=O)O)=O (2-(2-Ethyl-3-oxo-2H-benzo[b][1,4]oxazin-4(3H)-yl)acetic Acid). Reaction SMILES: [CH2:1]([CH:3]1[O:8][C:7]2[CH:9]=[CH:10][CH:11]=[CH:12][C:6]=2[NH:5][C:4]1=[O:13])[CH3:2].[H-].[Na+].Br[CH2:17][C:18]([O:20]CC)=[O:19]>CN(C=O)C.O>[CH2:1]([CH:3]1[O:8][C:7]2[CH:9]=[CH:10][CH:11]=[CH:12][C:6]=2[N:5]([CH2:17][C:18]([OH:20])=[O:19])[C:4]1=[O:13])[CH3:2] |f:1.2|. Procedure: To a solution of 2-ethyl-2H-benzo[b][1,4]oxazin-3(4H)-one (1.5 mmol, 260 mg) in DMF (2 ml) was added NaH (1.8 mmol, 43 mg) and the reaction mixture was stirred at room temperature for 1 h before the dropwise addition of ethyl bromoacetate (1.5 mmol, 250 mg). The reaction mixture was stirred at room temperature overnight, diluted with water and extracted with ethyl acetate. The organic layer was washed with 1N HCl, Sat. NaHCO3, dried over Na2SO4 and evaporated to dryness. The crude compound was d... The reactants are O=C([O-])[O-], [K+], [K+], Cn1ncc(C(=O)N2CCC2)c1C(=O)Nc1ccn2cc(-c3cccc(Br)c3)nc2n1, CN(C)C=O, O, OB(O)c1ccccc1. Product: Cn1ncc(C(=O)N2CCC2)c1C(=O)Nc1ccn2cc(-c3cccc(-c4ccccc4)c3)nc2n1. As a reaction SMILES: [C:41](=[O:42])([O-:43])[O-:44].[K+:45].[K+:46].[N:1]1([C:5](=[O:6])[c:7]2[cH:8][n:9][n:10]([CH3:31])[c:11]2[C:12](=[O:13])[NH:14][c:15]2[n:16][c:17]3[n:18]([cH:19][cH:20]2)[cH:21][c:22](-[c:24]2[cH:25][c:26]([Br:30])[cH:27][cH:28][cH:29]2)[n:23]3)[CH2:2][CH2:3][CH2:4]1.[O:47]=[CH:48][N:49]([CH3:50])[CH3:51].[OH2:52].[OH:32][B:33]([OH:34])[c:35]1[cH:36][cH:37][cH:38][cH:39][cH:40]1>>[N:1]1([C:5](=[O:6])[c:7]2[cH:8][n:9][n:10]([CH3:31])[c:11]2[C:12](=[O:13])[NH:14][c:15]2[n:16][c:17]3[n:18]([cH:19][cH:20]2)[cH:21][c:22](-[c:24]2[cH:25][c:26](-[c:35]4[cH:36][cH:37][cH:38][cH:39][cH:40]4)[cH:27][cH:28][cH:29]2)[n:23]3)[CH2:2][CH2:3][CH2:4]1. The reactants are C(C)OC(=O)C=1NC(=C(C1N)C(=O)OCC)C (3-Amino-5-methyl-1H-pyrrole-2,4-dicarboxylic acid diethyl ester), C(C)(=O)O.C(=N)N (formamidine acetate). Run in CCO (EtOH). Product: C(C)OC(=O)C1=C(NC2=C1N=CN=C2O)C (Ethyl-4-hydroxy-6-methyl-5H-pyrrolo[3,2-d]pyrimidine-7-carboxylate). RXN SMILES: C(O[C:4]([C:6]1[NH:7][C:8]([CH3:17])=[C:9]([C:12]([O:14][CH2:15][CH3:16])=[O:13])[C:10]=1[NH2:11])=[O:5])C.C(O)(=O)C.[CH:22](N)=[NH:23]>CCO>[CH2:15]([O:14][C:12]([C:9]1[C:10]2[N:11]=[CH:22][N:23]=[C:4]([OH:5])[C:6]=2[NH:7][C:8]=1[CH3:17])=[O:13])[CH3:16] |f:1.2|. Reported procedure: A reaction flask equipped with a mechanical stirrer, a reflux condenser and a nitrogen bubbler is charged with EtOH (5000 mL), 3-amino-5-methyl-1H-pyrrole-2,4-dicarboxylic acid diethyl ester from example A2 (565.57 g; 2.50 mol) and formamidine acetate (1041.10 g; 10.00 mol). The well-stirred reaction mixture is heated to gentle reflux for five days under an atmosphere of nitrogen. Starting materials: O1CCOCC1 (dioxane), OC(CN1C(C2=CC=CC=C2C1=O)=O)CN(CC#C)C (2-[2-Hydroxy-3-(methyl-prop-2-ynyl-amino)-propyl]-isoindole-1,3-dione), Cl (HCl), O.NN (hydrazine hydrate). The solvent is C(C)O (ethanol). Reaction conditions: temperature 0 celsius. The product is Cl.Cl.NCC(CN(CC#C)C)O (1-Amino-3-(methyl-prop-2-ynyl-amino)-propan-2-ol dihydrochloride). As a reaction SMILES: [OH:1][CH:2]([CH2:15][N:16](C)CC#C)[CH2:3][N:4]1[C:12](=O)C2[C:6](=[CH:7]C=CC=2)[C:5]1=O.O.NN.[ClH:24].O1CCOCC1>C(O)C>[ClH:24].[ClH:24].[NH2:16][CH2:15][CH:2]([OH:1])[CH2:3][N:4]([CH3:12])[CH2:5][C:6]#[CH:7] |f:1.2,6.7.8|. Reported procedure: The phthalimide (6.6 g, 0.024 mole, prepared according to Step A) dissolved in 50 ml of anhydrous ethanol was treated with hydrazine hydrate (1.21 g, 1.18 ml, 0.024 mole) in one portion. The mixture was refluxed for 1 hour, cooled to 0° C., and filtered. The filtrate was evaporated on rotary evaporator to a volume of approximately 15 ml, acidified with 4N HCl in dioxane (0.06 ml, 0.025 mole), and sonicated. The precipitate was filtered at 0° C. and dried in vacuo to provide the title product as ... Yields the product OCC(C1=CC=CC=C1)SC1=C(C=CC(=C1)O)O (2-(2-Hydroxy-1-phenylethylsulfanyl)benzene-1,4-diol). Procedure details: To a stirred solution of 2-mercaptobenzene-1,4-diol (0.5 g) and potassium carbonate (0.49 g) in water (5 ml) was added 2-phenyloxirane (0.40 ml) under argon. The mixture was stirred at room temperature for 2.5 hours and then treated with 2 M HCl and extracted with ethyl acetate. The combined organic layers were washed with water and brine, dried and evaporated. The crude product was purified by column chromatography using heptane-ethyl acetate (1:1) as an eluant. 1H NMR (400 MHz, d6-DMSO) δ: 8.9... Reactants: Cl (HCl), SC1=C(C=CC(=C1)O)O (2-mercaptobenzene-1,4-diol), C([O-])([O-])=O.[K+].[K+] (potassium carbonate), C1(=CC=CC=C1)C1OC1 (2-phenyloxirane). Run in O (water). Run at time 2.5 hour. As a reaction SMILES: [SH:1][C:2]1[CH:7]=[C:6]([OH:8])[CH:5]=[CH:4][C:3]=1[OH:9].C(=O)([O-])[O-].[K+].[K+].[C:16]1([CH:22]2[CH2:24][O:23]2)[CH:21]=[CH:20][CH:19]=[CH:18][CH:17]=1.Cl>O>[OH:23][CH2:24][CH:22]([S:1][C:2]1[CH:7]=[C:6]([OH:8])[CH:5]=[CH:4][C:3]=1[OH:9])[C:16]1[CH:21]=[CH:20][CH:19]=[CH:18][CH:17]=1 |f:1.2.3|. Starting materials: CCC(C)N1CCc2cc(OC)c([N+](=O)[O-])cc2C1, CCOC(C)=O, CO, [H][H]. Yields the product CCC(C)N1CCc2cc(OC)c(N)cc2C1. Reaction SMILES: [CH3:1][O:2][c:3]1[cH:4][c:5]2[c:10]([cH:11][c:12]1[N+:13]([O-:14])=[O:15])[CH2:9][N:8]([CH:16]([CH2:17][CH3:18])[CH3:19])[CH2:7][CH2:6]2.[CH3:22][CH2:23][O:24][C:25](=[O:26])[CH3:27].[CH3:28][OH:29].[H:20][H:21]>>[CH3:1][O:2][c:3]1[cH:4][c:5]2[c:10]([cH:11][c:12]1[NH2:13])[CH2:9][N:8]([CH:16]([CH2:17][CH3:18])[CH3:19])[CH2:7][CH2:6]2. Starting materials: [Si](C)(C)(C(C)(C)C)O[C@H]1C[C@@H](CC2=CC=C3[C@@H]4CC=C([C@@H](C)O)[C@]4(CC[C@@H]3[C@@]12C)C)O[Si](C)(C)C(C)(C)C (1α,3β-bis(tert-butyldimethylsilyloxy)-20(R)-hydroxypregna-5,7,16-triene), [H-].[Na+] (sodium hydride), C1COCCOCCOCCOCCO1 (15-crown-5), BrC\C=C\C(C)(O[Si](CC)(CC)CC)C ((E)-1-bromo-4-methyl-4-triethylsilyloxy-2-pentene). Solvent: O1CCCC1 (tetrahydrofuran). The product is [Si](C)(C)(C(C)(C)C)O[C@H]1C[C@@H](CC2=CC=C3[C@@H]4CC=C([C@@H](C)OC\C=C\C(C)(O[Si](CC)(CC)CC)C)[C@]4(CC[C@@H]3[C@@]12C)C)O[Si](C)(C)C(C)(C)C (1α,3β-bis(tert-butyldimethylsilyloxy)-20(R)-{(E)-(4-methyl-4-triethylsilyloxy-2-pentenyloxy)}pregna-5,7,16-triene). Isolated yield 88.9%. RXN SMILES: [Si:1]([O:8][C@@H:9]1[C@@:28]2([CH3:29])[C:13](=[CH:14][CH:15]=[C:16]3[C@@H:27]2[CH2:26][CH2:25][C@@:24]2([CH3:30])[C@H:17]3[CH2:18][CH:19]=[C:20]2[C@H:21]([OH:23])[CH3:22])[CH2:12][C@@H:11]([O:31][Si:32]([C:35]([CH3:38])([CH3:37])[CH3:36])([CH3:34])[CH3:33])[CH2:10]1)([C:4]([CH3:7])([CH3:6])[CH3:5])([CH3:3])[CH3:2].[H-].[Na+].C1OCCOCCOCCOCCOC1.Br[CH2:57]/[CH:58]=[CH:59]/[C:60]([CH3:70])([O:62][Si:63]([CH2:68][CH3:69])([CH2:66][CH3:67])[CH2:64][CH3:65])[CH3:61]>O1CCCC1>[Si:1]([O:8][C@@H:9]1[C@@:28]2([CH3:29])[C:13](=[CH:14][CH:15]=[C:16]3[C@@H:27]2[CH2:26][CH2:25][C@@:24]2([CH3:30])[C@H:17]3[CH2:18][CH:19]=[C:20]2[C@H:21]([O:23][CH2:57]/[CH:58]=[CH:59]/[C:60]([CH3:70])([O:62][Si:63]([CH2:66][CH3:67])([CH2:68][CH3:69])[CH2:64][CH3:65])[CH3:61])[CH3:22])[CH2:12][C@@H:11]([O:31][Si:32]([C:35]([CH3:37])([CH3:36])[CH3:38])([CH3:33])[CH3:34])[CH2:10]1)([C:4]([CH3:7])([CH3:6])[CH3:5])([CH3:3])[CH3:2] |f:1.2|. Procedure: Under the same conditions as in Example 83, 1α,3β-bis(tert-butyldimethylsilyloxy)-20(R)-hydroxypregna-5,7,16-triene (60.0 mg, 0.107 mmol), sodium hydride (60%, 17.1 mg, 0.428 mmol), 15-crown-5 (10 μl) and (E)-1-bromo-4-methyl-4-triethylsilyloxy-2-pentene (116 mg, 0.375 mmol) were reacted in tetrahydrofuran (1 ml) and worked up, and then the residue was purified by preparative thin layer chromatography (0.5 mm×2, hexane:ethyl acetate=30:1, developed once) to give the title compound as a colorless... Reactants: N1=CC=CC2=CC=CC=C12 (quinoline), C1=CC(=CC(=C1)Cl)C(=O)OO (m-CPBA). Solvent: C(Cl)Cl (DCM). Conditions: time 24 hour. Yields the product [N+]1(=CC=CC2=CC=CC=C12)[O-] (quinoline-N-oxide). Yield: 90.0%. RXN SMILES: [N:1]1[C:10]2[C:5](=[CH:6][CH:7]=[CH:8][CH:9]=2)[CH:4]=[CH:3][CH:2]=1.C1C=C(Cl)C=C(C(OO)=[O:19])C=1>C(Cl)Cl>[N+:1]1([O-:19])[C:10]2[C:5](=[CH:6][CH:7]=[CH:8][CH:9]=2)[CH:4]=[CH:3][CH:2]=1. Procedure: To a 100 mL round bottom flask containing a solution of quinoline (12.2 mmol) in 50 mL of DCM was added 5.3 g of m-CPBA (30.6 mmol). The reaction mixture was stirred for 24 h. The reaction mixture was then diluted DCM (100 mL), washed with 5% NaOH (2×100 mL), dried (MgSO4), filtered, and concentrated in vacuo to give solid quinoline-N-oxide (90-95% yield). Reactants: C1(CC1)N(S(=O)(=O)C1=C(C=C(C=C1C)OC)C)CC=1OC=C(N1)C(=O)N1CC2CN(CCC2C1)C(=O)OC(C)(C)C (tert-butyl 2-{[2-({cyclopropyl[(4-methoxy-2,6-dimethylphenyl)sulfonyl]amino}methyl)-1,3-oxazol-4-yl]carbonyl}octahydro-5H-pyrrolo[3,4-c]pyridine-5-carboxylate), C(=O)(C(F)(F)F)O (TFA). Run in C(Cl)Cl (DCM). Product: C1(CC1)N(S(=O)(=O)C1=C(C=C(C=C1C)OC)C)CC=1OC=C(N1)C(=O)N1CC2CNCCC2C1 (N-Cyclopropyl-4-methoxy-2,6-dimethyl-N-{[4-(octahydro-2H-pyrrolo[3,4-c]pyridin-2-ylcarbonyl)-1,3-oxazol-2-yl]methyl}benzenesulfonamide). As a reaction SMILES: [CH:1]1([N:4]([CH2:18][C:19]2[O:20][CH:21]=[C:22]([C:24]([N:26]3[CH2:34][CH:33]4[CH:28]([CH2:29][N:30](C(OC(C)(C)C)=O)[CH2:31][CH2:32]4)[CH2:27]3)=[O:25])[N:23]=2)[S:5]([C:8]2[C:13]([CH3:14])=[CH:12][C:11]([O:15][CH3:16])=[CH:10][C:9]=2[CH3:17])(=[O:7])=[O:6])[CH2:3][CH2:2]1.C(O)(C(F)(F)F)=O>C(Cl)Cl>[CH:1]1([N:4]([CH2:18][C:19]2[O:20][CH:21]=[C:22]([C:24]([N:26]3[CH2:34][CH:33]4[CH:28]([CH2:29][NH:30][CH2:31][CH2:32]4)[CH2:27]3)=[O:25])[N:23]=2)[S:5]([C:8]2[C:13]([CH3:14])=[CH:12][C:11]([O:15][CH3:16])=[CH:10][C:9]=2[CH3:17])(=[O:6])=[O:7])[CH2:3][CH2:2]1. Reported procedure: The title compound was prepared according to general procedure AN using tert-butyl 2-{[2-({cyclopropyl[(4-methoxy-2,6-dimethylphenyl)sulfonyl]amino}methyl)-1,3-oxazol-4-yl]carbonyl}octahydro-5H-pyrrolo[3,4-c]pyridine-5-carboxylate (245 mg, 0.42 mmol), TFA (1 mL) and DCM (3 mL). Following the completion of the reaction the solvent was removed in vacuo, the residue redissolved in DCM (2 mL), absorbed on to 2 g SCX cartridge and washed with DCM (5 mL) and MeOH (5 mL). The title compound was eluted ...